This data is from the Open Reaction Database (ORD), a public repository of structured organic reaction records. The task is: describe an organic reaction: reactants, conditions, products, and yield Conditions: temperature 90 celsius. Starting materials: C(C)(=O)C=1C(=C(C(=C(C1)Cl)C)C1=CC(=C(C=C1)C(=O)OC)F)OC (methyl 3′-acetyl-5′-chloro-3-fluoro-2′-methoxy-6′-methylbiphenyl-4-carboxylate), N (ammonia), CO (methanol). Reported procedure: A mixture of methyl 3′-acetyl-5′-chloro-3-fluoro-2′-methoxy-6′-methylbiphenyl-4-carboxylate (25 mg, 0.071 mmol) and 7.0 M ammonia in methanol (2.0 mL, 14 mmol) was heated at 90° C. in a sealed tube overnight. After evaporating the mixture to dryness, the residue was used directly in next step. As a reaction SMILES: [C:1]([C:4]1[C:5]([O:23][CH3:24])=[C:6]([C:12]2[CH:17]=[CH:16][C:15]([C:18](OC)=[O:19])=[C:14]([F:22])[CH:13]=2)[C:7]([CH3:11])=[C:8]([Cl:10])[CH:9]=1)(=[O:3])[CH3:2].[NH3:25].CO>>[C:1]([C:4]1[C:5]([O:23][CH3:24])=[C:6]([C:12]2[CH:17]=[CH:16][C:15]([C:18]([NH2:25])=[O:19])=[C:14]([F:22])[CH:13]=2)[C:7]([CH3:11])=[C:8]([Cl:10])[CH:9]=1)(=[O:3])[CH3:2]. The product is C(C)(=O)C=1C(=C(C(=C(C1)Cl)C)C1=CC(=C(C=C1)C(=O)N)F)OC (3′-Acetyl-5′-chloro-3-fluoro-2′-methoxy-6′-methylbiphenyl-4-carboxamide).